This data is from the Open Reaction Database (ORD), a public repository of structured organic reaction records. The task is: describe an organic reaction: reactants, conditions, products, and yield Reactants: BrCc1ccccc1, O=C([O-])[O-], [K+], [K+], c1ccc2c(c1)CCC21CCNCC1, CN(C)C=O. Yields the product c1ccc(CN2CCC3(CCc4ccccc43)CC2)cc1. Reaction SMILES: [Br:21][CH2:22][c:23]1[cH:24][cH:25][cH:26][cH:27][cH:28]1.[C:15](=[O:16])([O-:17])[O-:18].[K+:19].[K+:20].[NH:1]1[CH2:2][CH2:3][C:4]2([CH2:5][CH2:6][c:7]3[cH:8][cH:9][cH:10][cH:11][c:12]32)[CH2:13][CH2:14]1.[O:29]=[CH:30][N:31]([CH3:32])[CH3:33]>>[N:1]1([CH2:22][c:23]2[cH:24][cH:25][cH:26][cH:27][cH:28]2)[CH2:2][CH2:3][C:4]2([CH2:5][CH2:6][c:7]3[cH:8][cH:9][cH:10][cH:11][c:12]32)[CH2:13][CH2:14]1. RXN SMILES: [CH:1]([C:3]1[CH:8]=[CH:7][C:6](B(O)O)=[CH:5][CH:4]=1)=[O:2].[Br:12][C:13]1[CH:18]=[CH:17][CH:16]=[C:15](Br)[CH:14]=1>>[Br:12][C:13]1[CH:14]=[C:15]([C:6]2[CH:7]=[CH:8][C:3]([CH:1]=[O:2])=[CH:4][CH:5]=2)[CH:16]=[CH:17][CH:18]=1. The reactants are C(=O)C1=CC=C(C=C1)B(O)O (4-formylbenzeneboronic acid), BrC1=CC(=CC=C1)Br (1,3-dibromobenzene). Yields the product BrC=1C=C(C=CC1)C1=CC=C(C=C1)C=O (3′-bromo-4-formylbiphenyl). Procedure details: For example, as shown in Scheme 42, Example 1,4-formylbenzeneboronic acid 42.1 is coupled with 1,3-dibromobenzene 42.9 to give 3′-bromo-4-formylbiphenyl 42.10. The product is then coupled, as described above, with a dialkyl phosphite 42.4 to give the biphenyl phosphonate ester 42.11.